This data is from the Open Reaction Database (ORD), a public repository of structured organic reaction records. The task is: describe an organic reaction: reactants, conditions, products, and yield Reactants: C(C(=C)C)(=O)OC (methyl methacrylate), C(C(=C)C)(=O)OCC1CO1 (glycidyl methacrylate), C(C(=C)C)(=O)OCCO (2-hydroxyethyl methacrylate). Reaction SMILES: [C:1]([O:6][CH3:7])(=[O:5])[C:2]([CH3:4])=[CH2:3].[C:8]([O:13][CH2:14][CH:15]1[O:17][CH2:16]1)(=[O:12])[C:9]([CH3:11])=[CH2:10].[C:18]([O:23][CH2:24][CH2:25][OH:26])(=[O:22])[C:19]([CH3:21])=[CH2:20]>>[C:1]([O:6][CH3:7])(=[O:5])[C:2]([CH3:4])=[CH2:3].[C:8]([O:13][CH2:14][CH:15]1[O:17][CH2:16]1)(=[O:12])[C:9]([CH3:11])=[CH2:10].[C:18]([O:23][CH2:24][CH2:25][OH:26])(=[O:22])[C:19]([CH3:21])=[CH2:20] |f:3.4.5|. Procedure: Using methyl methacrylate (35.0 g, 0.35 mole), glycidyl methacrylate (28.4 g, 0.2 mole) and 2-hydroxyethyl methacrylate (13.0 g, 0.1 mole), the polymerization was carried out in the same manner as described in Synthesis Example 12, (1), and the precipitate was filtered and dried under reduced pressure to give 70.3 g of poly(methyl methacrylate/glycidyl methacrylate/2-hydroxyethyl methacrylate) as white powders having Mw 35000 and Mn 192000 (GPC with polystyrene calibration). Product: C(C(=C)C)(=O)OC.C(C(=C)C)(=O)OCC1CO1.C(C(=C)C)(=O)OCCO (methyl methacrylate glycidyl methacrylate 2-hydroxyethyl methacrylate). Starting materials: C(Cl)Cl (methylene chloride), OC1C2CC3C(S(OC13)(=O)=O)C2 (2-hydroxy-4-oxa-5-thiatricyclo[4.2.1.03,7]nonane 5,5-dioxide). Product: C12C(CC(C=C1)C2)S(=O)(=O)OC (methyl 5-norbornene-2-sulfonate). RXN SMILES: O[CH:2]1[CH:9]2[CH:5]3[CH:6]([CH2:12][CH:3]1[CH2:4]3)[S:7](=[O:11])(=[O:10])[O:8]2.[CH2:13](Cl)Cl>>[CH:5]12[CH2:4][CH:3]([CH:2]=[CH:9]1)[CH2:12][CH:6]2[S:7]([O:8][CH3:13])(=[O:10])=[O:11]. Procedure: According to Example 1 described in JP-A-2007-31355, 2-hydroxy-4-oxa-5-thiatricyclo[4.2.1.03,7]nonane 5,5-dioxide was synthesized. Specifically, firstly, into a four-necked flask having an inner volume of 5 L equipped with a stirrer, a thermometer and a dropping funnel, methyl 5-norbornene-2-sulfonate (128.8 g, purity: 92.1%) which was obtained in the above-described Comparative Example 1 and methylene chloride (2650 g) were charged. m-Chlorobenzoic acid (200.0 g) was charged slowly under stirri... Product: OC[C@]12CCC(C=C1CC[C@H]1[C@@H]3CC[C@@H]([C@@]3(C)CC[C@H]21)OC(CC)=O)=O (19-hydroxy-17β(1-oxopropoxy)androst-4-en-3-one). Run in CO (methanol), O (water), O (water). The reactants are O=C(CC)O[C@@H]1[C@]2(C)[C@@H](CC1)[C@@H]1CCC3=CC(CC[C@]3(COC(CC)=O)[C@H]1CC2)=O (17β,19-bis(1-oxopropoxy)androst-4-en-3-one), C([O-])([O-])=O.[Na+].[Na+] (sodium carbonate). Reported procedure: A solution of 11 g of 17β,19-bis(1-oxopropoxy)androst-4-en-3-one in 2 liters of methanol is treated with 2.5 g of sodium carbonate in 250 ml of water and refluxed for one hour after which the reaction mixture is poured into 10 liters of water, and the solid collected by filtration. The solid is dissolved in methylene chloride, dried over magnesium sulfate, filtered and the solvent removed. The residue is crystallized from acetone-hexane yielding 6 g of 19-hydroxy-17β(1-oxopropoxy)androst-4-en-3-... As a reaction SMILES: [O:1]=[C:2]([O:5][C@H:6]1[CH2:11][CH2:10][C@H:9]2[C@H:12]3[C@H:27]([CH2:28][CH2:29][C@:7]12[CH3:8])[C@:20]1([CH2:21][O:22]C(=O)CC)[C:15](=[CH:16][C:17](=[O:30])[CH2:18][CH2:19]1)[CH2:14][CH2:13]3)[CH2:3][CH3:4].C(=O)([O-])[O-].[Na+].[Na+]>CO.O>[OH:22][CH2:21][C@@:20]12[C@@H:27]3[C@H:12]([C@H:9]4[C@@:7]([CH2:29][CH2:28]3)([CH3:8])[C@@H:6]([O:5][C:2](=[O:1])[CH2:3][CH3:4])[CH2:11][CH2:10]4)[CH2:13][CH2:14][C:15]1=[CH:16][C:17](=[O:30])[CH2:18][CH2:19]2 |f:1.2.3|. The reactants are CC(C)(OCCBr)c1ccccc1, CC#N, ClC(Cl)Cl, OC(c1ccccc1)(c1ccccc1)C12CCN(CC1)CC2. Product: [Br-], CC(C)(OCC[N+]12CCC(C(O)(c3ccccc3)c3ccccc3)(CC1)CC2)c1ccccc1. Reaction SMILES: [Br:23][CH2:24][CH2:25][O:26][C:27]([CH3:28])([CH3:29])[c:30]1[cH:31][cH:32][cH:33][cH:34][cH:35]1.[CH3:36][C:37]#[N:38].[Cl:39][CH:40]([Cl:41])[Cl:42].[N:1]12[CH2:2][CH2:3][C:4]([C:9]([OH:10])([c:11]3[cH:12][cH:13][cH:14][cH:15][cH:16]3)[c:17]3[cH:18][cH:19][cH:20][cH:21][cH:22]3)([CH2:5][CH2:6]1)[CH2:7][CH2:8]2>>[Br-:23].[N+:1]12([CH2:24][CH2:25][O:26][C:27]([CH3:28])([CH3:29])[c:30]3[cH:31][cH:32][cH:33][cH:34][cH:35]3)[CH2:2][CH2:3][C:4]([C:9]([OH:10])([c:11]3[cH:12][cH:13][cH:14][cH:15][cH:16]3)[c:17]3[cH:18][cH:19][cH:20][cH:21][cH:22]3)([CH2:5][CH2:6]1)[CH2:7][CH2:8]2. Starting materials: B(Br)(Br)Br (boron tribromide), Cl.Cl.CN(C)CC=1C=C(C2=C(NC(C=3CCCNC23)=O)C1)OC (8-[(Dimethylamino)methyl]-10-methoxy-1,2,3,4-tetrahydrobenzo[h][1,6]naphthyridine-5-(6H)-one dihydrochloride), O (water). Solvent: ClCCl (dichloromethane). Conditions: time 2 hour. Yields the product CN(C)CC=1C=C(C2=C(NC(C=3CCCNC23)=O)C1)O (8-[(Dimethylamino)methyl]-10-hydroxy-1,2,3,4-tetrahydrobenzo[h][1,6]naphthyridine-5-(6H)-one). Isolated yield 61.0%. RXN SMILES: Cl.Cl.[CH3:3][N:4]([CH2:6][C:7]1[CH:8]=[C:9]([O:22]C)[C:10]2[C:19]3[NH:18][CH2:17][CH2:16][CH2:15][C:14]=3[C:13](=[O:20])[NH:12][C:11]=2[CH:21]=1)[CH3:5].B(Br)(Br)Br.O>ClCCl>[CH3:5][N:4]([CH2:6][C:7]1[CH:8]=[C:9]([OH:22])[C:10]2[C:19]3[NH:18][CH2:17][CH2:16][CH2:15][C:14]=3[C:13](=[O:20])[NH:12][C:11]=2[CH:21]=1)[CH3:3] |f:0.1.2|. Procedure: 8-[(Dimethylamino)methyl]-10-methoxy-6-(methoxymethyl)-1,2,3,4-tetrahydrobenzo[h][1,6]naphthyridine-5-(6H)-one (28 mg, 0.084 mmol) prepared in Example 72 was dissolved in dichloromethane (10 ml), added dropwise with boron tribromide (0.6 mmol, 152 mg) at 0° C. The mixture was stirred at room temperature for 2 hours and then water was added carefully. The solution was washed with chloroform, the water layer was concentrated under reduced pressure, and the residue was purified by flash column chro...